From a dataset of the Open Reaction Database (ORD), a public repository of structured organic reaction records. describe an organic reaction: reactants, conditions, products, and yield The reactants are CC(=O)O, CC(=O)OC(C)=O, CC(=O)CCO. Yields the product CC(=O)CCOC(C)=O. Reaction SMILES: [CH3:14][C:15](=[O:16])[OH:17].[CH3:7][C:8](=[O:9])[O:10][C:11](=[O:12])[CH3:13].[OH:1][CH2:2][CH2:3][C:4]([CH3:5])=[O:6]>>[O:1]([CH2:2][CH2:3][C:4]([CH3:5])=[O:6])[C:8]([CH3:7])=[O:9]. Starting materials: COC(CC[C@@H](C)[C@H]1CC[C@H]2[C@@H]3CC=C4C[C@H](CC[C@]4(C)[C@H]3CC[C@]12C)OC(C)=O)=O (3β-acetoxy-5-cholenic acid methyl ester), [OH-].[K+] (potassium hydroxide), Cl (hydrochloric acid). The solvent is CO (methanol). Yields the product COC(CC[C@@H](C)[C@H]1CC[C@H]2[C@@H]3CC=C4C[C@H](CC[C@]4(C)[C@H]3CC[C@]12C)O)=O (3β-hydroxy-5-cholenic acid methyl ester). The yield is 37.4%. Reaction SMILES: [CH3:1][O:2][C:3](=[O:31])[CH2:4][CH2:5][C@H:6]([C@@H:8]1[C@:25]2([CH3:26])[C@H:11]([C@H:12]3[C@H:22]([CH2:23][CH2:24]2)[C@:20]2([CH3:21])[C:15]([CH2:16][C@@H:17]([O:27]C(=O)C)[CH2:18][CH2:19]2)=[CH:14][CH2:13]3)[CH2:10][CH2:9]1)[CH3:7].[OH-].[K+].Cl>CO>[CH3:1][O:2][C:3](=[O:31])[CH2:4][CH2:5][C@H:6]([C@@H:8]1[C@:25]2([CH3:26])[C@H:11]([C@H:12]3[C@H:22]([CH2:23][CH2:24]2)[C@:20]2([CH3:21])[C:15]([CH2:16][C@@H:17]([OH:27])[CH2:18][CH2:19]2)=[CH:14][CH2:13]3)[CH2:10][CH2:9]1)[CH3:7] |f:1.2|. Procedure: 60.1 g of the crude 3β-acetoxy-5-cholenic acid methyl ester was refluxed with a solution of 56.0 g of potassium hydroxide in 1.35 liters of methanol for two hours. The solution was cooled to room temperature and poured into 500 ml of 10% hydrochloric acid. The precipitate was isolated by filtration, washed with water and dried. The crude 3β-hydroxy-5-cholenic acid weighed 50.1 g. Of this, 20.3 g was refluxed for 22 hours with 2 liters of methanol containing 1 g of p-toluenesulfonic acid. The sol... Starting materials: CNC(CC1CCC(CC1)=O)C (4-(2-methylaminopropyl) cyclohexanone), NC1=C(C=C(C(=C1)Cl)S(=O)(=O)N)S(=O)(=O)N (4-amino-6-chloro-1,3-benzenedisulfonamide), 4'-(2-methylaminopropyl)-6-chlorospiro[2H-1,2,4-benzothiadiazine-3(4H)-1'-cyclohexane]-7-sulfonamide-1,1-dioxide hydrochloride. Run in Cl (HCl). Yields the product Cl.CNC(CC1CCC2(CC1)NS(C1=C(N2)C=C(C(=C1)S(=O)(=O)N)Cl)(=O)=O)C (4'-(2-Methylaminopropyl)-6-chlorospiro[2H-1,2,4-benzothiadiazine-3(4H),1'-cyclohexane]-7-sulfonamide-1,1-dioxide hydrochloride). Reaction SMILES: [CH3:1][NH:2][CH:3]([CH3:12])[CH2:4][CH:5]1[CH2:10][CH2:9][C:8](=O)[CH2:7][CH2:6]1.[NH2:13][C:14]1[CH:19]=[C:18]([Cl:20])[C:17]([S:21]([NH2:24])(=[O:23])=[O:22])=[CH:16][C:15]=1[S:25]([NH2:28])(=[O:27])=[O:26]>Cl>[ClH:20].[CH3:1][NH:2][CH:3]([CH3:12])[CH2:4][CH:5]1[CH2:10][CH2:9][C:8]2([NH:13][C:14]3[CH:19]=[C:18]([Cl:20])[C:17]([S:21]([NH2:24])(=[O:22])=[O:23])=[CH:16][C:15]=3[S:25](=[O:27])(=[O:26])[NH:28]2)[CH2:7][CH2:6]1 |f:3.4|. Procedure details: A mixture of 4-(2-methylaminopropyl) cyclohexanone (4.0 g., 0.024 mole) and 4-amino-6-chloro-1,3-benzenedisulfonamide (4.4 g., 0.0154 mole) in 2 N ethanolic HCl (75 ml.) is refluxed for one hour and cooled to give 7.0 g. of 4'-(2-methylaminopropyl)-6-chlorospiro[2H-1,2,4-benzothiadiazine-3(4H)-1'-cyclohexane]-7-sulfonamide-1,1-dioxide hydrochloride which melts at 296° C. Starting materials: ClCCl, CCN(C(C)C)C(C)C, O=C(Cl)c1cccnc1Cl, Nc1ccc(C(=O)N2Cc3cccn3Cc3ccccc32)cc1. The product is O=C(Nc1ccc(C(=O)N2Cc3cccn3Cc3ccccc32)cc1)c1cccnc1Cl. As a reaction SMILES: [CH2:43]([Cl:44])[Cl:45].[CH:24]([N:25]([CH2:26][CH3:27])[CH:28]([CH3:29])[CH3:30])([CH3:31])[CH3:32].[Cl:33][c:34]1[n:35][cH:36][cH:37][cH:38][c:39]1[C:40](=[O:41])[Cl:42].[NH2:1][c:2]1[cH:3][cH:4][c:5]([C:6](=[O:7])[N:8]2[CH2:9][c:10]3[n:11]([cH:19][cH:20][cH:21]3)[CH2:12][c:13]3[c:14]2[cH:15][cH:16][cH:17][cH:18]3)[cH:22][cH:23]1>>[NH:1]([c:2]1[cH:3][cH:4][c:5]([C:6](=[O:7])[N:8]2[CH2:9][c:10]3[n:11]([cH:19][cH:20][cH:21]3)[CH2:12][c:13]3[c:14]2[cH:15][cH:16][cH:17][cH:18]3)[cH:22][cH:23]1)[C:40]([c:39]1[c:34]([Cl:33])[n:35][cH:36][cH:37][cH:38]1)=[O:41]. The reactants are CCO, Cl, CCOC(=O)c1cc2c(s1)-c1ccccc1N(C(=O)c1ccc([N+](=O)[O-])cc1)CC2, [Na+], C1CCOC1, [OH-]. Yields the product O=C(O)c1cc2c(s1)-c1ccccc1N(C(=O)c1ccc([N+](=O)[O-])cc1)CC2. RXN SMILES: [CH3:32][CH2:33][OH:34].[ClH:31].[N+:1](=[O:2])([O-:3])[c:4]1[cH:5][cH:6][c:7]([C:8](=[O:9])[N:10]2[CH2:11][CH2:12][c:13]3[c:14]([s:21][c:22]([C:24](=[O:25])[O:26][CH2:27][CH3:28])[cH:23]3)-[c:15]3[c:16]2[cH:17][cH:18][cH:19][cH:20]3)[cH:29][cH:30]1.[Na+:41].[O:35]1[CH2:36][CH2:37][CH2:38][CH2:39]1.[OH-:40]>>[N+:1](=[O:2])([O-:3])[c:4]1[cH:5][cH:6][c:7]([C:8](=[O:9])[N:10]2[CH2:11][CH2:12][c:13]3[c:14]([s:21][c:22]([C:24](=[O:25])[OH:26])[cH:23]3)-[c:15]3[c:16]2[cH:17][cH:18][cH:19][cH:20]3)[cH:29][cH:30]1. The product is COC=1C=C(C=CC1OC)C#CC1=C(C=C(C=C1)C(C)=O)OC (1-[−4-(3,4-Dimethoxy-phenylethynyl)-3-methoxy-phenyl]-ethanone). Reported procedure: This product was prepared from toluene-4-sulfonic acid 4-acetyl-2-methoxy-phenyl ester and 4-ethynyl-1,2-dimethoxy-benzene following the general procedure for the Sonogashira cross-coupling process described above. Chromatography eluent: DCM; yield (120 mg, 77%); 1H NMR δ (CDCl3): 7.55 (d, J=8.26 Hz, 1H), 7.53-7.48 (m, 2H), 7.18 (dd, J=8.25 Hz, J=2.30 Hz, 1H), 7.07 (m, 1H), 6.84 (d, J=8.24 Hz, 1H), 3.98 (s, 3H), 3.91 (s, 6H), 2.61 (s, 3H); LCMS m/z: 310. Starting materials: C(C)(=O)C1=CC(=C(C=C1)OS(=O)(=O)C1=CC=C(C=C1)C)OC (toluene-4-sulfonic acid 4-acetyl-2-methoxy-phenyl ester), C(#C)C1=CC(=C(C=C1)OC)OC (4-ethynyl-1,2-dimethoxy-benzene). RXN SMILES: [C:1]([C:4]1[CH:9]=[CH:8][C:7](OS(C2C=CC(C)=CC=2)(=O)=O)=[C:6]([O:21][CH3:22])[CH:5]=1)(=[O:3])[CH3:2].[C:23]([C:25]1[CH:30]=[CH:29][C:28]([O:31][CH3:32])=[C:27]([O:33][CH3:34])[CH:26]=1)#[CH:24]>C(Cl)Cl>[CH3:34][O:33][C:27]1[CH:26]=[C:25]([C:23]#[C:24][C:7]2[CH:8]=[CH:9][C:4]([C:1](=[O:3])[CH3:2])=[CH:5][C:6]=2[O:21][CH3:22])[CH:30]=[CH:29][C:28]=1[O:31][CH3:32]. Run in C(Cl)Cl (DCM).